This data is from the Open Reaction Database (ORD), a public repository of structured organic reaction records. The task is: describe an organic reaction: reactants, conditions, products, and yield Reactants: C[Si](C)(C)C#C (trimethylsilylacetylene), BrC1=NN(C2=CC=C(C=C12)CO)C(=O)OC(C)(C)C (tert-butyl 3-bromo-5-(hydroxymethyl)-1H-indazole-1-carboxylate). The reagents and catalysts are CC(=O)[O-].CC(=O)[O-].[Pd+2] (Pd(OAc)2), [Cu](I)I (Copper iodide), C1(=CC=CC=C1)P(C1=CC=CC=C1)C1=CC=CC=C1 (triphenylphosphine). The solvent is TEA. Product: OCC=1C=C2C(=NN(C2=CC1)C(=O)OC(C)(C)C)C#C[Si](C)(C)C (tert-butyl 5-(hydroxymethyl)-3-[(trimethylsilyl)ethynyl]-1H-indazole-1-carboxylate). Yield: 137.2%. RXN SMILES: [CH3:1][Si:2]([C:5]#[CH:6])([CH3:4])[CH3:3].Br[C:8]1[C:16]2[C:11](=[CH:12][CH:13]=[C:14]([CH2:17][OH:18])[CH:15]=2)[N:10]([C:19]([O:21][C:22]([CH3:25])([CH3:24])[CH3:23])=[O:20])[N:9]=1>CC([O-])=O.CC([O-])=O.[Pd+2].[Cu](I)I.C1(P(C2C=CC=CC=2)C2C=CC=CC=2)C=CC=CC=1>[OH:18][CH2:17][C:14]1[CH:15]=[C:16]2[C:11](=[CH:12][CH:13]=1)[N:10]([C:19]([O:21][C:22]([CH3:25])([CH3:24])[CH3:23])=[O:20])[N:9]=[C:8]2[C:6]#[C:5][Si:2]([CH3:4])([CH3:3])[CH3:1] |f:2.3.4|. Procedure: A mixture of trimethylsilylacetylene (1.60 mL; 11.3 mmol; 2.1 eq.), tert-butyl 3-bromo-5-(hydroxymethyl)-1H-indazole-1-carboxylate (1.80 g; 5.50 mmol; 1.0 eq.), Pd(OAc)2 (54 mg; 0.24 mmol; 0.04 eq.), triphenylphosphine (115 mg; 0.44 mmol; 0.08 eq.) and Copper iodide (62 mg; 0.33 mmol; 0.06 eq.) in TEA (50 mL) was degassed then heated at reflux for 3 h. After cooling, it was poured into HCl (0.1 N solution) and extracted with EtOAc. Combined organic phases were washed with brine, dried over magne... Reactants: OC(C=1C=NOC1C1CC1)C1=C(C=C(C=C1)C(F)(F)F)[N+](=O)[O-] (4-[hydroxy-(2-nitro-4-trifluoromethylphenyl)methyl]-5-cyclopropylisoxazole), P(Br)(Br)Br (phosphorus tribromide), N1=CC=CC=C1 (pyridine). Solvent: CCOCC (ether). Conditions: temperature 0 celsius, time 1.5 hour. Yields the product BrC(C=1C=NOC1C1CC1)C1=C(C=C(C=C1)C(F)(F)F)[N+](=O)[O-] (4-[bromo-(2-nitro-4-trifluoromethylphenyl)methyl]-5-cyclopropylisoxazole). The yield is 116.7%. RXN SMILES: O[CH:2]([C:11]1[CH:16]=[CH:15][C:14]([C:17]([F:20])([F:19])[F:18])=[CH:13][C:12]=1[N+:21]([O-:23])=[O:22])[C:3]1[CH:4]=[N:5][O:6][C:7]=1[CH:8]1[CH2:10][CH2:9]1.P(Br)(Br)[Br:25].N1C=CC=CC=1>CCOCC>[Br:25][CH:2]([C:11]1[CH:16]=[CH:15][C:14]([C:17]([F:20])([F:19])[F:18])=[CH:13][C:12]=1[N+:21]([O-:23])=[O:22])[C:3]1[CH:4]=[N:5][O:6][C:7]=1[CH:8]1[CH2:10][CH2:9]1. Reported procedure: A mixture of 4-[hydroxy-(2-nitro-4-trifluoromethylphenyl)methyl]-5-cyclopropylisoxazole (1.0 g), phosphorus tribromide (0.70 g) and pyridine (0.05 g) in dry ether was stirred at 0° C. for 1.5 hours. The reaction mixture was quenched with water and extracted with ether. The organic extracts were dried (anhydrous magnesium sulphate), filtered and the solvent evaporated yielding 4-[bromo-(2-nitro-4-trifluoromethylphenyl)methyl]-5-cyclopropylisoxazole (compound 299, 1.18 g)as a yellow oil: NMR: (CDC...